Dataset: the Open Reaction Database (ORD), a public repository of structured organic reaction records. Task: describe an organic reaction: reactants, conditions, products, and yield The reactants are COC=1C=C2C(=CN(C2=CC1)C)C=O (5-Methoxy-1-methyl-1H-indole-3-carbaldehyde), B(Br)(Br)Br (BBr3). Conditions: time 5 minute. The product is OC=1C=C2C(=CN(C2=CC1)C)C=O (5-Hydroxy-1-methyl-1H-indole-3-carbaldehyde), purple powder. Isolated yield 97.0%. RXN SMILES: C[O:2][C:3]1[CH:4]=[C:5]2[C:9](=[CH:10][CH:11]=1)[N:8]([CH3:12])[CH:7]=[C:6]2[CH:13]=[O:14].B(Br)(Br)Br>>[OH:2][C:3]1[CH:4]=[C:5]2[C:9](=[CH:10][CH:11]=1)[N:8]([CH3:12])[CH:7]=[C:6]2[CH:13]=[O:14]. Reported procedure: To a solution of 5-Methoxy-1-methyl-1H-indole-3-carbaldehyde (4.5 g, 23.8 mmol, in 150 ml DCM) was added BBr3 solution (2 M in DCM, 60 ml, 5 eq) at −10° C. with stirring for 5 min. The cooling bath was removed and the reaction mixture was slowly warmed up to r.t. The reaction was monitored by TLC (2% MeOH in DCM) and LCMS (after 3.5 h, no starting material remained). The reaction mixture was then cooled to −10° C., and 16 ml of MeOH were slowly added. The pH of mixture was adjusted to 8 by addin... Reaction SMILES: [Cl:1][C:2]1[C:11]2[N:10]([CH3:12])[O:9][C@H:8]3[NH:13][C@H:14]([C:16]([O:18][C@@H:19]4[C@:28]5([OH:29])[C@H:23]([C@H:24]([C:31]([CH3:33])=[CH2:32])[CH2:25][CH2:26][C@H:27]5[CH3:30])[CH:22]=[C:21]([CH3:34])[C@H:20]4[OH:35])=[O:17])[CH2:15][C@@:7]3([OH:36])[C:6]=2[CH:5]=[CH:4][CH:3]=1.[C:37]([O:40][CH2:41][C:42](O)=[O:43])(=[O:39])[CH3:38].Cl.CN(C)CCCN=C=NCC>CN(C)C1C=CN=CC=1.ClCCl>[Cl:1][C:2]1[C:11]2[N:10]([CH3:12])[O:9][C@H:8]3[NH:13][C@H:14]([C:16]([O:18][C@@H:19]4[C@:28]5([OH:29])[C@H:23]([C@H:24]([C:31]([CH3:33])=[CH2:32])[CH2:25][CH2:26][C@H:27]5[CH3:30])[CH:22]=[C:21]([CH3:34])[C@H:20]4[O:35][C:42](=[O:43])[CH2:41][O:40][C:37](=[O:39])[CH3:38])=[O:17])[CH2:15][C@@:7]3([OH:36])[C:6]=2[CH:5]=[CH:4][CH:3]=1 |f:2.3|. Procedure details: To (1S,2R,4aS,5R,8R,8aR)-2,8a-dihydroxy-3,8-dimethyl-5-(1-methylethenyl)-1, 2,4a,5,6,7,8,8a-octahydronaphthalen-1-yl (2S,3aR,9bR)-6-chloro-9b-hydroxy-5-methyl-1,2,3,3a,5,9b-hexahydropyrrolo[2,3-c][2,1]benzoxazine-2-carboxylate (Preparation 139, 210 mg, 0.4 mmol) and 4-dimethylaminopyridine (65 mg, 0.53 mmol) in dichloromethane (10 ml) was added (acetyloxy)acetic acid (60 mg, 0.51 mmol) and 1-(3-dimethylaminopropyl)-3-ethylcarbodiimide hydrochloride (90 mg, 0.58 mmol). The resultant mixture was s... Reactants: resultant mixture, ClC1=CC=CC=2[C@]3([C@@H](ON(C21)C)N[C@@H](C3)C(=O)O[C@H]3[C@@H](C(=C[C@H]2[C@@H](CC[C@H]([C@]32O)C)C(=C)C)C)O)O ((1S,2R,4aS,5R,8R,8aR)-2,8a-dihydroxy-3,8-dimethyl-5-(1-methylethenyl)-1, 2,4a,5,6,7,8,8a-octahydronaphthalen-1-yl (2S,3aR,9bR)-6-chloro-9b-hydroxy-5-methyl-1,2,3,3a,5,9b-hexahydropyrrolo[2,3-c][2,1]benzoxazine-2-carboxylate), C(C)(=O)OCC(=O)O ((acetyloxy)acetic acid), Cl.CN(CCCN=C=NCC)C (1-(3-dimethylaminopropyl)-3-ethylcarbodiimide hydrochloride). Reagents/catalysts: CN(C1=CC=NC=C1)C (4-dimethylaminopyridine). Isolated yield 60.6%. Solvent: ClCCl (dichloromethane). Yields the product ClC1=CC=CC=2[C@]3([C@@H](ON(C21)C)N[C@@H](C3)C(=O)O[C@H]3[C@@H](C(=C[C@H]2[C@@H](CC[C@H]([C@]32O)C)C(=C)C)C)OC(COC(C)=O)=O)O ((1S,2R,4aS,5R,8R,8aR)-2-{[(acetyloxy)acetyl]oxy}-8a-hydroxy-3,8-dimethyl-5-(1-methylethenyl)-1,2,4a,5,6,7,8,8a-octahydronaphthalen-1-yl(2S,3aR,9bR)-6-chloro-9b-hydroxy-5-methyl-1,2,3,3a,5,9b-hexahydropyrrolo[2,3-C][2,1]benzoxazine-2-carboxylate). Reactants: BrBr (bromine), NC1=CC=CC(=N1)C (6-aminopicoline), [OH-].[Na+] (NaOH). Run in S(O)(O)(=O)=O (sulfuric acid), O (water), ice water. Product: NC1=C(C=CC(=N1)C)Br (6-amino-5-bromo-picoline). Yield: 55.2%. As a reaction SMILES: [NH2:1][C:2]1[N:7]=[C:6]([CH3:8])[CH:5]=[CH:4][CH:3]=1.[Br:9]Br.[OH-].[Na+]>S(=O)(=O)(O)O.O>[NH2:1][C:2]1[N:7]=[C:6]([CH3:8])[CH:5]=[CH:4][C:3]=1[Br:9] |f:2.3|. Procedure: 32.4 g (0.3 mole) of 6-aminopicoline was dissolved in a mixture of 28 g of conc. sulfuric acid and 120 ml of water and the resulting solution was cooled in ice water. 52.8 g (0.33 mole) of bromine was added dropwise to the solution over 30 minutes at 0° C. The reaction solution was stirred for 20 minutes at room temperature and neutralized with cold aqueous NaOH solution. The resultant was filtered and the solid was purified with column chromatography using methylene chloride and ethyl acetate a... The reactants are O=C(Cl)c1ccccc1, Cc1[nH]c2ccccc2c1C(=O)N1CCC2(CC1)OCc1ccccc12, [H-], [Na+], CN(C)C=O. Product: Cc1c(C(=O)N2CCC3(CC2)OCc2ccccc23)c2ccccc2n1C(=O)c1ccccc1. Reaction SMILES: [C:29]([c:30]1[cH:31][cH:32][cH:33][cH:34][cH:35]1)(=[O:36])[Cl:37].[CH3:1][c:2]1[nH:3][c:4]2[cH:5][cH:6][cH:7][cH:8][c:9]2[c:10]1[C:11](=[O:12])[N:13]1[CH2:14][CH2:15][C:16]2([O:17][CH2:18][c:19]3[c:20]2[cH:21][cH:22][cH:23][cH:24]3)[CH2:25][CH2:26]1.[H-:28].[Na+:27].[O:38]=[CH:39][N:40]([CH3:41])[CH3:42]>>[CH3:1][c:2]1[n:3]([C:29]([c:30]2[cH:31][cH:32][cH:33][cH:34][cH:35]2)=[O:36])[c:4]2[cH:5][cH:6][cH:7][cH:8][c:9]2[c:10]1[C:11](=[O:12])[N:13]1[CH2:14][CH2:15][C:16]2([O:17][CH2:18][c:19]3[c:20]2[cH:21][cH:22][cH:23][cH:24]3)[CH2:25][CH2:26]1.